This data is from the Open Reaction Database (ORD), a public repository of structured organic reaction records. The task is: describe an organic reaction: reactants, conditions, products, and yield Starting materials: [Al], O=C1CCC(=O)N1Br, ClCCl, Cc1cc(=O)n(-c2ccc(F)cc2)n1C. Product: Cc1c(Br)c(=O)n(-c2ccc(F)cc2)n1C. RXN SMILES: [Al:27].[Br:16][N:17]1[C:18](=[O:19])[CH2:20][CH2:21][C:22]1=[O:23].[CH2:24]([Cl:25])[Cl:26].[F:1][c:2]1[cH:3][cH:4][c:5](-[n:8]2[n:9]([CH3:15])[c:10]([CH3:14])[cH:11][c:12]2=[O:13])[cH:6][cH:7]1>>[F:1][c:2]1[cH:3][cH:4][c:5](-[n:8]2[n:9]([CH3:15])[c:10]([CH3:14])[c:11]([Br:16])[c:12]2=[O:13])[cH:6][cH:7]1. Starting materials: ClC=1C=[N+](C(=C(C(=O)OC)C1)C)[O-] (methyl 5-chloro-2-methylnicotinate 1-oxide), FC(C(=O)O)(F)F (trifluoroacetic acid). Run in ClCCl (dichloromethane). Reaction conditions: time 2 day. The product is ClC=1C=C2C(=NC1)COC2=O (3-Chlorofuro[3,4-b]pyridin-5 (7H)-one). Yield: 57.9%. RXN SMILES: [Cl:1][C:2]1[CH:3]=[N+:4]([O-])[C:5]([CH3:12])=[C:6]([CH:11]=1)[C:7]([O:9]C)=[O:8].FC(F)(F)C(O)=O>ClCCl>[Cl:1][C:2]1[CH:11]=[C:6]2[C:7](=[O:8])[O:9][CH2:12][C:5]2=[N:4][CH:3]=1. Reported procedure: A mixture of crude methyl 5-chloro-2-methylnicotinate 1-oxide (Organic letters, 2001, 3, 209, 2.29 mmol) and trifluoroacetic acid (453 μL, 3.21 mmol) in dichloromethane (20 mL) was stirred at room temperature for 2 days and heated at 45° C. for 1 hour. The mixture was partitioned between sat. aqueous sodium hydrogen carbonate (50 mL) and ethyl acetate (50 mL). The organic layer was washed with brine (50 mL), dried (sodium sulfate), and evaporated. The residue was purified by flash column chromat... Reactants: COC=1C=C(C=CC1)C(C(=O)O)NC(=O)NC1=C(C=CC=C1)F (3-methoxy-[N′-(2-fluorophenyl)ureido]phenylacetic acid), ClC=1C=C(C(=O)OC)C=CC1OC[C@H](C)NC (methyl (S)-3-chloro-4-(2-methylamino-1-propoxy)benzoate), C(CCl)Cl (EDC), C=1C=CC2=C(C1)N=NN2O (HOBt). Reagents/catalysts: CN(C)C=1C=CN=CC1 (DMAP). Run in CN(C)C=O (DMF), CCOC(=O)C (EtOAc). Run at time 1.5 hour. Product: ClC=1C=C(C(=O)OC)C=CC1OC[C@H](C)N(C(C(C1=CC(=CC=C1)OC)NC(=O)NC1=C(C=CC=C1)F)=O)C (methyl (S)-3-chloro-4-[2-[N-methyl-N-[3-methoxy-[N′-(2-fluorophenyl)ureido]phenylacetyl]amino]-1-propoxy]benzoate). The yield is 100.2%. As a reaction SMILES: [CH3:1][O:2][C:3]1[CH:4]=[C:5]([CH:9]([NH:13][C:14]([NH:16][C:17]2[CH:22]=[CH:21][CH:20]=[CH:19][C:18]=2[F:23])=[O:15])[C:10]([OH:12])=O)[CH:6]=[CH:7][CH:8]=1.[Cl:24][C:25]1[CH:26]=[C:27]([CH:32]=[CH:33][C:34]=1[O:35][CH2:36][C@@H:37]([NH:39][CH3:40])[CH3:38])[C:28]([O:30][CH3:31])=[O:29].C(Cl)CCl.C1C=CC2N(O)N=NC=2C=1>CN(C1C=CN=CC=1)C.CN(C=O)C.CCOC(C)=O>[Cl:24][C:25]1[CH:26]=[C:27]([CH:32]=[CH:33][C:34]=1[O:35][CH2:36][C@@H:37]([N:39]([CH3:40])[C:10](=[O:12])[CH:9]([NH:13][C:14]([NH:16][C:17]1[CH:22]=[CH:21][CH:20]=[CH:19][C:18]=1[F:23])=[O:15])[C:5]1[CH:6]=[CH:7][CH:8]=[C:3]([O:2][CH3:1])[CH:4]=1)[CH3:38])[C:28]([O:30][CH3:31])=[O:29]. Reported procedure: A mixture of 3-methoxy-[N′-(2-fluorophenyl)ureido]phenylacetic acid (296 mg, 0.93 mmol), methyl (S)-3-chloro-4-(2-methylamino-1-propoxy)benzoate (240 mg, 0.93 mmol), EDC (hydrochloride) (268 mg, 1.40 mmol), HOBt (189 mg, 1.40 mmol), and DMAP (23 mg, 0.19 mmol) in DMF (8 mL) was stirred at room temp for 1.5 hr. The mixture was diluted with EtOAc, washed with 0.5 N HCl, brine, dried over Na2SO4 and evaporated. The residue was purified by column chromatography on silica-gel with 5% MeOH in CHCl3 as...